This data is from the Open Reaction Database (ORD), a public repository of structured organic reaction records. The task is: describe an organic reaction: reactants, conditions, products, and yield The reactants are O1C=CC=2C1=CC=CC2O (1-Benzofuran-4-ol), FC=1C=C(C=CC1F)[N+](=O)[O-] (3,4-difluoronitrobenzene), C([O-])([O-])=O.[K+].[K+] (potassium carbonate). Solvent: CN(C=O)C (dimethylformamide), O (water). Conditions: temperature 50 celsius, time 5 hour. The product is FC1=C(OC2=CC=CC3=C2C=CO3)C=CC(=C1)[N+](=O)[O-] (4-(2-Fluoro-4-nitrophenoxy)-1-benzofuran). As a reaction SMILES: [O:1]1[C:5]2=[CH:6][CH:7]=[CH:8][C:9]([OH:10])=[C:4]2[CH:3]=[CH:2]1.[F:11][C:12]1[CH:13]=[C:14]([N+:19]([O-:21])=[O:20])[CH:15]=[CH:16][C:17]=1F.C(=O)([O-])[O-].[K+].[K+]>CN(C)C=O.O>[F:11][C:12]1[CH:13]=[C:14]([N+:19]([O-:21])=[O:20])[CH:15]=[CH:16][C:17]=1[O:10][C:9]1[C:4]2[CH:3]=[CH:2][O:1][C:5]=2[CH:6]=[CH:7][CH:8]=1 |f:2.3.4|. Reported procedure: 2.40 g (5.37 mmol) of 1-benzofuran-4-ol (from example XXI), 0.90 g (5.64 mmol) of 3,4-difluoronitrobenzene and 1.48 g (10.7 mmol) of potassium carbonate are suspended in 20 ml of anhydrous dimethylformamide, and the mixture is stirred at 50° C. for 5 hours. The reaction solution is then diluted with water and extracted twice with ethyl acetate. The combined organic phases are dried over sodium sulfate. The solvent is removed under reduced pressure. The crude product is purified on a silica gel c... Starting materials: CCOC(=O)Cl, Cc1c(SCCN2CCOCC2)ccnc1CSc1nc2ccccc2[nH]1, CN(C)C=O, [H-], [Na+]. Product: CCOC(=O)n1c(SCc2nccc(SCCN3CCOCC3)c2C)nc2ccccc21. Reaction SMILES: [C:28]([O:29][CH2:30][CH3:31])(=[O:32])[Cl:33].[CH3:1][c:2]1[c:3]([CH2:17][S:18][c:19]2[n:20][c:21]3[c:22]([nH:23]2)[cH:24][cH:25][cH:26][cH:27]3)[n:4][cH:5][cH:6][c:7]1[S:8][CH2:9][CH2:10][N:11]1[CH2:12][CH2:13][O:14][CH2:15][CH2:16]1.[CH3:36][N:37]([CH3:38])[CH:39]=[O:40].[H-:34].[Na+:35]>>[CH3:1][c:2]1[c:3]([CH2:17][S:18][c:19]2[n:20]([C:28]([O:29][CH2:30][CH3:31])=[O:32])[c:21]3[c:22]([n:23]2)[cH:24][cH:25][cH:26][cH:27]3)[n:4][cH:5][cH:6][c:7]1[S:8][CH2:9][CH2:10][N:11]1[CH2:12][CH2:13][O:14][CH2:15][CH2:16]1. Starting materials: BrCC[C@@H]1CC[Si@H](CC1)CCCCC (trans-1-(2-bromoethyl)-4-n-pentyl-4-silacyclohexane), [Mg] (magnesium), BrC1CCC(CC1)C1=CC(=C(C=C1)C1=CC=C(C=C1)F)F (4-(4-bromocyclohexyl)-2,4'-difluorobiphenyl), P(=O)(OCC)(OCC)OCC (triethyl phosphate). Reagents/catalysts: [Cu]I (copper (I) iodide). Run in C1CCOC1 (THF), C1CCOC1 (THF). Product: C(CCCC)[Si@@H]1CC[C@H](CC1)CC[C@@H]1CC[C@H](CC1)C1=CC(=C(C=C1)C1=CC=C(C=C1)F)F (4-(trans-4-(2-(trans-4-n-pentyl-4-silacyclohexyl)ethyl)cyclohexyl)-2,4'-difluorobiphenyl). Isolated yield 29.2%. As a reaction SMILES: Br[CH2:2][CH2:3][C@H:4]1[CH2:9][CH2:8][Si@H:7]([CH2:10][CH2:11][CH2:12][CH2:13][CH3:14])[CH2:6][CH2:5]1.[Mg].P(OCC)(OCC)(OCC)=O.Br[CH:28]1[CH2:33][CH2:32][CH:31]([C:34]2[CH:39]=[CH:38][C:37]([C:40]3[CH:45]=[CH:44][C:43]([F:46])=[CH:42][CH:41]=3)=[C:36]([F:47])[CH:35]=2)[CH2:30][CH2:29]1>[Cu]I.C1COCC1>[CH2:10]([Si@H:7]1[CH2:8][CH2:9][C@H:4]([CH2:3][CH2:2][C@H:28]2[CH2:29][CH2:30][C@H:31]([C:34]3[CH:39]=[CH:38][C:37]([C:40]4[CH:41]=[CH:42][C:43]([F:46])=[CH:44][CH:45]=4)=[C:36]([F:47])[CH:35]=3)[CH2:32][CH2:33]2)[CH2:5][CH2:6]1)[CH2:11][CH2:12][CH2:13][CH3:14]. Procedure: 27.7 g (0.1 mol) of trans-1-(2-bromoethyl)-4-n-pentyl-4-silacyclohexane was dripped into a mixture of 2.5 g (0.11 mol) of magnesium and 300 ml of THF to obtain a Grignard's reagent. This solution was then dripped into a 500 ml THF solution of 0.5 g of triethyl phosphate, 0.1 g of copper (I) iodide and 35.1 g (0.1 mol) of 4-(4-bromocyclohexyl)-2,4'-difluorobiphenyl. After a conventional after treatment, 4-(trans-4-(2-(trans-4-n-pentyl-4-silacyclohexyl)ethyl)cyclohexyl)-2,4'-difluorobiphenyl was o... Reactants: C(C)(C)(C)O[C@H](CO)C=1C(=C2C=CC(=NC2=CC1Cl)C)C1=CC=C(C=C1)Cl ((S)-2-tert-butoxy-2-(7-chloro-5-(4-chlorophenyl)-2-methylquinolin-6-yl)ethanol), C(C(C)(C)C)(=O)OC[C@H](C=1C(=C2C=CC=NC2=CC1C)C1=CC=C(C=C1)Cl)OC(C)(C)C ((S)-2-tert-butoxy-2-(5-(4-chlorophenyl)-7-methylquinolin-6-yl)ethyl pivalate). Yields the product C(C)(C)(C)O[C@H](CO)C=1C(=C2C=CC=NC2=CC1C)C1=CC=C(C=C1)Cl ((S)-2-tert-butoxy-2-(5-(4-chlorophenyl)-7-methylquinolin-6-yl)ethanol). As a reaction SMILES: C(O[C@@H](C1C(C2C=CC(Cl)=CC=2)=C2C(=CC=1Cl)N=C(C)C=C2)CO)(C)(C)C.C([O:34][CH2:35][C@@H:36]([O:55][C:56]([CH3:59])([CH3:58])[CH3:57])[C:37]1[C:38]([C:48]2[CH:53]=[CH:52][C:51]([Cl:54])=[CH:50][CH:49]=2)=[C:39]2[C:44](=[CH:45][C:46]=1[CH3:47])[N:43]=[CH:42][CH:41]=[CH:40]2)(=O)C(C)(C)C>>[C:56]([O:55][C@@H:36]([C:37]1[C:38]([C:48]2[CH:49]=[CH:50][C:51]([Cl:54])=[CH:52][CH:53]=2)=[C:39]2[C:44](=[CH:45][C:46]=1[CH3:47])[N:43]=[CH:42][CH:41]=[CH:40]2)[CH2:35][OH:34])([CH3:59])([CH3:57])[CH3:58]. Procedure: Compound 3K was prepared following the procedure used to prepare compound 1K of example 1, except that (S)-2-tert-butoxy-2-(5-(4-chlorophenyl)-7-methylquinolin-6-yl)ethyl pivalate (3J) was used instead of compound 1J. LCMS-ESI+ (m/z): 370.2, 372.2 (M+H)+. Isolated yield 57.2%. Reported procedure: To a solution of 2,2-bis-difluoromethyl-2-hydroxyacetic acid (0.5 g, 2.84 mmoles) in dimethylacetamide (10 ml) at -10° C. was added thionyl chloride (0.34 g, 2.84 mmoles) dropwise. The resulting solution was stirred at -10° C. for approximately 30 mins. 4-(Phenylsulfonyl) aniline (0.58 g, 2.5 mmoles) was added and the reaction mixture was stirred overnight at room temperature. The reaction mixture was then poured into water, sodium bicarbonate solution added to give a pH of 7 and extracted with ... The solvent is CC(=O)N(C)C (dimethylacetamide), O (water). Reaction SMILES: [F:1][CH:2]([F:11])[C:3]([CH:8]([F:10])[F:9])([OH:7])[C:4](O)=[O:5].S(Cl)(Cl)=O.[C:16]1([S:22]([C:25]2[CH:31]=[CH:30][C:28]([NH2:29])=[CH:27][CH:26]=2)(=[O:24])=[O:23])[CH:21]=[CH:20][CH:19]=[CH:18][CH:17]=1.C(=O)(O)[O-].[Na+]>CC(N(C)C)=O.O>[C:16]1([S:22]([C:25]2[CH:26]=[CH:27][C:28]([NH:29][C:4](=[O:5])[C:3]([OH:7])([CH:8]([F:10])[F:9])[CH:2]([F:11])[F:1])=[CH:30][CH:31]=2)(=[O:23])=[O:24])[CH:21]=[CH:20][CH:19]=[CH:18][CH:17]=1 |f:3.4|. Conditions: temperature -10 celsius, time 30 minute. Yields the product C1(=CC=CC=C1)S(=O)(=O)C1=CC=C(C=C1)NC(C(C(F)F)(C(F)F)O)=O (N-[4-(Phenylsulfonyl)phenyl]-3,3-difluoro-2-hydroxy-2-difluoromethyl propionamide). Starting materials: FC(C(C(=O)O)(O)C(F)F)F (2,2-bis-difluoromethyl-2-hydroxyacetic acid), S(=O)(Cl)Cl (thionyl chloride), C([O-])(O)=O.[Na+] (sodium bicarbonate), C1(=CC=CC=C1)S(=O)(=O)C1=CC=C(N)C=C1 (4-(Phenylsulfonyl) aniline). The reactants are O1CCCC1 (tetrahydrofuran), C(CCC)(=O)C1=CC=CC=C1 (butyrophenone), CCCCCC (hexane), BrBr (bromine). The solvent is C(C)(=O)OCC (ethyl acetate), O (water). Conditions: time 1 hour. The product is C1(=CC=CC=C1)C(C(CC)Br)=O (1-Phenyl-2-bromo-1-butanone). RXN SMILES: O1CCCC1.[C:6]([C:11]1[CH:16]=[CH:15][CH:14]=[CH:13][CH:12]=1)(=[O:10])[CH2:7][CH2:8][CH3:9].CCCCCC.[Br:23]Br>C(OCC)(=O)C.O>[C:11]1([C:6](=[O:10])[CH:7]([Br:23])[CH2:8][CH3:9])[CH:16]=[CH:15][CH:14]=[CH:13][CH:12]=1. Procedure: To a tetrahydrofuran solution (20 mL) of 9.917 g (67.0 mmol) of butyrophenone, a hexane solution (10 mL) of 11.78 g (1.1 equivalents) of bromine was gradually added at 5° C. The temperature was elevated to 15° C., and the solution was stirred for 1 hour. To the solution, 20 mL of water and 40 mL of ethyl acetate were added to conduct extraction. The organic layer was washed with 30 mL of a saturated sodium hydrogen carbonate solution three times, dried over anhydrous magnesium sulfate, and subje...